describe an organic reaction: reactants, conditions, products, and yield From a dataset of the Open Reaction Database (ORD), a public repository of structured organic reaction records. Starting materials: ClC1=C(C=C(C=C1)NC(=O)N1COC2=C1C=CC(=C2)O)C(F)(F)F (6-hydroxy-benzooxazole-3-carboxylic acid (4-chloro-3-trifluoromethyl-phenyl)-amide), ClC1=NC=CC(=N1)Cl (2,4-dichloropyrimidine), [O-]P(=O)([O-])[O-].[K+].[K+].[K+] (K3PO4). Run in CCOC(=O)C (EtOAc), CN1CCCC1=O (NMP). Yields the product ClC1=C(C=C(C=C1)NC(=O)N1COC2=C1C=CC(=C2)OC2=NC(=NC=C2)Cl)C(F)(F)F (6-(2-Chloro-pyrimidin-4-yloxy)-benzooxazole-3-carboxylic acid (4-chloro-3-trifluoromethyl-phenyl)-amide). As a reaction SMILES: [Cl:1][C:2]1[CH:7]=[CH:6][C:5]([NH:8][C:9]([N:11]2[C:15]3[CH:16]=[CH:17][C:18]([OH:20])=[CH:19][C:14]=3[O:13][CH2:12]2)=[O:10])=[CH:4][C:3]=1[C:21]([F:24])([F:23])[F:22].[Cl:25][C:26]1[N:31]=[C:30](Cl)[CH:29]=[CH:28][N:27]=1.[O-]P([O-])([O-])=O.[K+].[K+].[K+]>CN1C(=O)CCC1.CCOC(C)=O>[Cl:1][C:2]1[CH:7]=[CH:6][C:5]([NH:8][C:9]([N:11]2[C:15]3[CH:16]=[CH:17][C:18]([O:20][C:28]4[CH:29]=[CH:30][N:31]=[C:26]([Cl:25])[N:27]=4)=[CH:19][C:14]=3[O:13][CH2:12]2)=[O:10])=[CH:4][C:3]=1[C:21]([F:22])([F:24])[F:23] |f:2.3.4.5|. Reported procedure: To a solution of 290 mg (0.81 mMol) 6-hydroxy-benzooxazole-3-carboxylic acid (4-chloro-3-trifluoromethyl-phenyl)-amide (Step 1.3) and 134 mg (0.90 mMol) 2,4-dichloropyrimidine in 15 ml NMP, 377 mg (1.78 mMol) K3PO4 are added. After 2 h at rt the reaction mixture is dissolved in EtOAc and water, the aq. phase separated off and extracted twice with EtOAc. The organic layers are washed with water and brine, dried (Na2SO4) and concentrated. Chromatography (Combi Flash; CH2Cl2→CH2Cl2/EtOAc 9:1) gives... Reactants: C1CCOC1, CN(C)CCN, Cc1ccc(C(=O)NC(C)C)cc1-c1nc(S(C)=O)nc2c1CNC(=O)N2c1c(F)cccc1F. Product: Cc1ccc(C(=O)NC(C)C)cc1-c1nc(NCCN(C)C)nc2c1CNC(=O)N2c1c(F)cccc1F. Reaction SMILES: [CH2:42]1[O:43][CH2:44][CH2:45][CH2:46]1.[CH3:36][N:37]([CH2:38][CH2:39][NH2:40])[CH3:41].[F:1][c:2]1[c:3]([N:9]2[C:10](=[O:35])[NH:11][CH2:12][c:13]3[c:14]2[n:15][c:16]([S:32]([CH3:33])=[O:34])[n:17][c:18]3-[c:19]2[cH:20][c:21]([C:22](=[O:23])[NH:24][CH:25]([CH3:26])[CH3:27])[cH:28][cH:29][c:30]2[CH3:31])[c:4]([F:8])[cH:5][cH:6][cH:7]1>>[F:1][c:2]1[c:3]([N:9]2[C:10](=[O:35])[NH:11][CH2:12][c:13]3[c:14]2[n:15][c:16]([NH:40][CH2:39][CH2:38][N:37]([CH3:36])[CH3:41])[n:17][c:18]3-[c:19]2[cH:20][c:21]([C:22](=[O:23])[NH:24][CH:25]([CH3:26])[CH3:27])[cH:28][cH:29][c:30]2[CH3:31])[c:4]([F:8])[cH:5][cH:6][cH:7]1. Starting materials: BrC1=CC=C2N[C@H](CN(C2=C1)S(=O)(=O)C1=CC=C(C)C=C1)C ((S)-7-bromo-3-methyl-1-tosyl-1,2,3,4-tetrahydroquinoxaline), N1=CC=CC=C1 (pyridine), 2-L, C(C)(=O)Cl (acetyl chloride). Run in ClCCl (dichloromethane), ClCCl (dichloromethane). Reaction conditions: temperature 0 celsius, time 1 hour. Product: BrC=1C=C2N(C[C@@H](N(C2=CC1)C(C)=O)C)S(=O)(=O)C1=CC=C(C)C=C1 ((S)-1-(6-bromo-2-methyl-4-tosyl-3,4-dihydroquinoxaline-1(2H)-yl)ethanone). Yield: 108.4%. Reaction SMILES: [Br:1][C:2]1[CH:11]=[C:10]2[C:5]([NH:6][C@@H:7]([CH3:22])[CH2:8][N:9]2[S:12]([C:15]2[CH:21]=[CH:20][C:18]([CH3:19])=[CH:17][CH:16]=2)(=[O:14])=[O:13])=[CH:4][CH:3]=1.N1C=CC=CC=1.[C:29](Cl)(=[O:31])[CH3:30]>ClCCl>[Br:1][C:2]1[CH:11]=[C:10]2[C:5](=[CH:4][CH:3]=1)[N:6]([C:29](=[O:31])[CH3:30])[C@@H:7]([CH3:22])[CH2:8][N:9]2[S:12]([C:15]1[CH:21]=[CH:20][C:18]([CH3:19])=[CH:17][CH:16]=1)(=[O:13])=[O:14]. Procedure details: A 2-L, three-necked, round bottomed flask fitted with a nitrogen inlet, overhead stirring, and thermocouple was charged with (S)-7-bromo-3-methyl-1-tosyl-1,2,3,4-tetrahydroquinoxaline (45.0 g, 118 mmol), dichloromethane (900 mL), and pyridine (14.32 mL, 177 mmol). The mixture was cooled to 0° C. and acetyl chloride (10.07 mL, 142 mmol) was added slowly while maintaining the internal temperature below 10° C. The reaction mixture was held cold (ca. 30 min) and then warmed to rt. After 1 h, the rea... Reactants: O=C(C1=CC=CN1C)N(C(C)C)C(C)C. Reagents/catalysts: O=C1C=CC=2C=CC=C(C3=CN=C(C=C3)C=4N=CC=CC4)C2N1, O1B(OC(C)(C)C1(C)C)B2OC(C)(C)C(O2)(C)C, C[OH2+].C[OH2+].C1CC=CCCC=C1.C1CC=CCCC=C1.[Ir].[Ir], [K].OC(C)(C)C. Solvent: O1CCCC1. Run at temperature 80 celsius, time 12 hour. The product is O=C(C1=CC=C(B2OC(C)(C)C(O2)(C)C)N1C)N(C(C)C)C(C)C. Isolated yield 93.0%. Procedure: In an argon filled glove box, a 5.0 mL wheaton microreactor was charged with [Ir(cod)(OMe)]2 (1.98 mg, 1.5 mol%), L1 ligand (2.1 mg, 3.5 mol%), B2pin2 (50.8 mg, 1.0 equiv.), KOtBu (1.0 mg, 4.5 mol%) and dry THF (1.0 mL). The reaction mixture was stirred for 2 minutes at room temperature. To this mixture, N,N-diisopropyl-1-methyl-1H-pyrrole-2-carboxamide (41.7 mg, 0.2 mmol) was added. The microreactor was capped with a teflon pressure cap and placed into preheated aluminum block at 80 oC. The rea... Starting materials: C(C)(C)N(C(C)C)CC (N,N-diisopropylethylamine), C(C)OC(CC1CN(C1)C(=O)OC(C)(C)C)=O (1,1-dimethylethyl 3-[2-(ethyloxy)-2-oxoethyl]-1-azetidinecarboxylate), O1CCOCC1 (dioxane), C1(CC1)C(=O)Cl (cyclopropanecarbonyl chloride). The solvent is ClCCl (dichloromethane), Cl (HCl), Cl (HCl), O (water). Run at time 2 minute. Product: C1(CC1)C(=O)N1CC(C1)CC(=O)OCC (ethyl [1-(cyclopropylcarbonyl)-3-azetidinyl]acetate). Isolated yield 115.2%. RXN SMILES: [CH2:1]([O:3][C:4](=[O:17])[CH2:5][CH:6]1[CH2:9][N:8]([C:10]([O:12]C(C)(C)C)=O)[CH2:7]1)[CH3:2].O1CCOCC1.C(N(CC)[CH:28]([CH3:30])[CH3:29])(C)C.C1(C(Cl)=O)CC1>Cl.ClCCl.O>[CH:28]1([C:10]([N:8]2[CH2:7][CH:6]([CH2:5][C:4]([O:3][CH2:1][CH3:2])=[O:17])[CH2:9]2)=[O:12])[CH2:30][CH2:29]1. Procedure: In a round bottom flask, a solution of 1,1-dimethylethyl 3-[2-(ethyloxy)-2-oxoethyl]-1-azetidinecarboxylate (10.55 g, 43.3 mmol) in 4M HCl in dioxane (50 mL, 200 mmol) was stirred at room temperature for 1 h. Analysis by LCMS showed that the reaction was complete; conversion was observed to the des-BOC intermediate [M+H]+=144.0 (by ELS, no UV214 detection) and an unknown [M+H]+=179.9. The reaction was concentrated in vacuo. A solution of this intermediate (as the HCl salt) in dichloromethane (50...